From a dataset of the Open Reaction Database (ORD), a public repository of structured organic reaction records. describe an organic reaction: reactants, conditions, products, and yield Starting materials: CCCCCc1nc(C)sc1Cc1ccc([N+](=O)[O-])cc1, CCO. Product: CCCCCc1nc(C)sc1Cc1ccc(N)cc1. RXN SMILES: [CH3:1][c:2]1[s:3][c:4]([CH2:12][c:13]2[cH:14][cH:15][c:16]([N+:19]([O-:20])=[O:21])[cH:17][cH:18]2)[c:5]([CH2:7][CH2:8][CH2:9][CH2:10][CH3:11])[n:6]1.[CH3:22][CH2:23][OH:24]>>[CH3:1][c:2]1[s:3][c:4]([CH2:12][c:13]2[cH:14][cH:15][c:16]([NH2:19])[cH:17][cH:18]2)[c:5]([CH2:7][CH2:8][CH2:9][CH2:10][CH3:11])[n:6]1. Reactants: Brc1cccc(Br)c1, C1CCOC1, [Li]CCCC, ClP(c1ccccc1)c1ccccc1. Product: Brc1cccc(P(c2ccccc2)c2ccccc2)c1. As a reaction SMILES: [Br:1][c:2]1[cH:3][cH:4][cH:5][c:6]([Br:7])[cH:8]1.[CH2:28]1[O:29][CH2:30][CH2:31][CH2:32]1.[CH3:9][CH2:10][CH2:11][CH2:12][Li:13].[c:14]1([P:20]([Cl:21])[c:22]2[cH:23][cH:24][cH:25][cH:26][cH:27]2)[cH:15][cH:16][cH:17][cH:18][cH:19]1>>[c:2]1([P:20]([c:14]2[cH:15][cH:16][cH:17][cH:18][cH:19]2)[c:22]2[cH:23][cH:24][cH:25][cH:26][cH:27]2)[cH:3][cH:4][cH:5][c:6]([Br:7])[cH:8]1. Starting materials: CC(C)(C)[Si](Oc1ccc(OCC(O)CNCCc2ccc(NC3CCN(C(=O)NCc4cc(F)ccc4F)CC3)cc2)cc1)(c1ccccc1)c1ccccc1, CO, ClC(Cl)Cl. Yields the product O=C(NCc1cc(F)ccc1F)N1CCC(Nc2ccc(CCNCC(O)COc3ccc(O)cc3)cc2)CC1. RXN SMILES: [C:1]([Si:2]([c:3]1[cH:4][cH:5][cH:46][cH:47][cH:48]1)([O:6][c:7]1[cH:8][cH:9][c:10]([O:11][CH2:12][CH:13]([CH2:14][NH:15][CH2:16][CH2:17][c:18]2[cH:19][cH:20][c:21]([NH:22][CH:23]3[CH2:24][CH2:25][N:26]([C:29](=[O:30])[NH:31][CH2:32][c:33]4[c:34]([F:40])[cH:35][cH:36][c:37]([F:39])[cH:38]4)[CH2:27][CH2:28]3)[cH:41][cH:42]2)[OH:43])[cH:44][cH:45]1)[c:49]1[cH:50][cH:51][cH:52][cH:53][cH:54]1)([CH3:55])([CH3:56])[CH3:57].[CH3:58][OH:59].[CH:60]([Cl:61])([Cl:62])[Cl:63]>>[OH:6][c:7]1[cH:8][cH:9][c:10]([O:11][CH2:12][CH:13]([CH2:14][NH:15][CH2:16][CH2:17][c:18]2[cH:19][cH:20][c:21]([NH:22][CH:23]3[CH2:24][CH2:25][N:26]([C:29](=[O:30])[NH:31][CH2:32][c:33]4[c:34]([F:40])[cH:35][cH:36][c:37]([F:39])[cH:38]4)[CH2:27][CH2:28]3)[cH:41][cH:42]2)[OH:43])[cH:44][cH:45]1. The reactants are Cc1c(Br)cncc1Br, CC(C)(C)N=C=O, [Li]CCCC, CCCCCC, [Cl-], [NH4+]. Product: Cc1c(Br)cncc1C(=O)NC(C)(C)C. As a reaction SMILES: [Br:6][c:7]1[cH:8][n:9][cH:10][c:11]([Br:14])[c:12]1[CH3:13].[C:15]([CH3:16])([CH3:17])([CH3:18])[N:19]=[C:20]=[O:21].[CH2:1]([Li:2])[CH2:3][CH2:4][CH3:5].[CH3:24][CH2:25][CH2:26][CH2:27][CH2:28][CH3:29].[Cl-:22].[NH4+:23]>>[c:7]1([C:20]([NH:19][C:15]([CH3:16])([CH3:17])[CH3:18])=[O:21])[cH:8][n:9][cH:10][c:11]([Br:14])[c:12]1[CH3:13]. The reactants are O1N=C(C=C1)N(C(=O)OCC(Cl)(Cl)Cl)C[C@H]1CN(C(O1)=O)C1=CC(=C(C=C1)C1=CCN(CC1)C=O)F (5(R)-[N-isoxazol-3-yl-N-(2,2,2-trichloroethyloxycarbonyl)-aminomethyl]-3-[3-fluoro-4-(1-formyl-1,2,5,6-tetrahydropyrid-4-yl)phenyl]oxazolidin-2-one). The reagents and catalysts are [Zn] (zinc). The solvent is C(C)(=O)O (acetic acid). Run at time 10 minute. Yields the product O1N=C(C=C1)NC[C@H]1CN(C(O1)=O)C1=CC(=C(C=C1)C1=CCN(CC1)C=O)F (5(S)-Isoxazol-3-ylaminomethyl-3-(3-fluoro-4-(1-formyl-1,2,5,6 tetrahydropyrid-4-yl)phenyl)oxazolidin-2-one). RXN SMILES: [O:1]1[CH:5]=[CH:4][C:3]([N:6]([CH2:15][C@@H:16]2[O:20][C:19](=[O:21])[N:18]([C:22]3[CH:27]=[CH:26][C:25]([C:28]4[CH2:33][CH2:32][N:31]([CH:34]=[O:35])[CH2:30][CH:29]=4)=[C:24]([F:36])[CH:23]=3)[CH2:17]2)C(OCC(Cl)(Cl)Cl)=O)=[N:2]1>C(O)(=O)C.[Zn]>[O:1]1[CH:5]=[CH:4][C:3]([NH:6][CH2:15][C@@H:16]2[O:20][C:19](=[O:21])[N:18]([C:22]3[CH:27]=[CH:26][C:25]([C:28]4[CH2:33][CH2:32][N:31]([CH:34]=[O:35])[CH2:30][CH:29]=4)=[C:24]([F:36])[CH:23]=3)[CH2:17]2)=[N:2]1. Reported procedure: To a stirred solution of 5(R)-[N-isoxazol-3-yl-N-(2,2,2-trichloroethyloxycarbonyl)-aminomethyl]-3-[3-fluoro-4-(1-formyl-1,2,5,6-tetrahydropyrid-4-yl)phenyl]oxazolidin-2-one (110 mg, 0.2 mM) in acetic acid (3 ml) was added zinc dust (130 mg, 2.0 mM). The mixture was held in an ultrasonic bath for 10 min. and then stirred vigorously for 48 hours under a nitrogen atmosphere at ambient temperature. The mixture was filtered through celite and the filtrate was evaporated. The residue was taken into ˜5...